Dataset: the Open Reaction Database (ORD), a public repository of structured organic reaction records. Task: describe an organic reaction: reactants, conditions, products, and yield Reactants: BrC=1C=NC(=NC1)OCCOC1=C(C(=NC(=N1)S(=O)(=O)C)NS(=O)(=O)C1=CC=C(C=C1)C(C)(C)C)OC1=C(C=CC=C1)OC (N-{6-[2-(5-bromopyrimidin-2-yloxy)ethoxy]-5-(2-methoxy-phenoxy)-2-methylsulfonylpyrimidin-4-yl}-4-tert-butylbenzenesulfonamide), C(O)CN (ethanolamine), [Cl-].[NH4+] (ammonium chloride). The solvent is CC(=O)N(C)C (dimethylacetamide). Reaction conditions: time 20 hour. Yields the product BrC=1C=NC(=NC1)OCCOC1=C(C(=NC(=N1)NCCO)NS(=O)(=O)C1=CC=C(C=C1)C(C)(C)C)OC1=C(C=CC=C1)OC (N-{6-[2-(5-Bromopyrimidin-2-yloxy)ethoxy]-2-(2-hydroxyethylamino)-5-(2-methoxyphenoxy)pyrimidin-4-yl}-4-tert-butylbenzenesulfonamide). The yield is 11.7%. Reaction SMILES: [Br:1][C:2]1[CH:3]=[N:4][C:5]([O:8][CH2:9][CH2:10][O:11][C:12]2[N:17]=[C:16](S(C)(=O)=O)[N:15]=[C:14]([NH:22][S:23]([C:26]3[CH:31]=[CH:30][C:29]([C:32]([CH3:35])([CH3:34])[CH3:33])=[CH:28][CH:27]=3)(=[O:25])=[O:24])[C:13]=2[O:36][C:37]2[CH:42]=[CH:41][CH:40]=[CH:39][C:38]=2[O:43][CH3:44])=[N:6][CH:7]=1.[CH2:45]([CH2:47][NH2:48])[OH:46].[Cl-].[NH4+]>CC(N(C)C)=O>[Br:1][C:2]1[CH:3]=[N:4][C:5]([O:8][CH2:9][CH2:10][O:11][C:12]2[N:17]=[C:16]([NH:48][CH2:47][CH2:45][OH:46])[N:15]=[C:14]([NH:22][S:23]([C:26]3[CH:27]=[CH:28][C:29]([C:32]([CH3:35])([CH3:34])[CH3:33])=[CH:30][CH:31]=3)(=[O:24])=[O:25])[C:13]=2[O:36][C:37]2[CH:42]=[CH:41][CH:40]=[CH:39][C:38]=2[O:43][CH3:44])=[N:6][CH:7]=1 |f:2.3|. Reported procedure: A mixture of N-{6-[2-(5-bromopyrimidin-2-yloxy)ethoxy]-5-(2-methoxy-phenoxy)-2-methylsulfonylpyrimidin-4-yl}-4-tert-butylbenzenesulfonamide (500 mg), ethanolamine (172 mg) and dimethylacetamide (4 ml) is heated with stirring at 110°-120° C. for 20 hours. After cooling, to the mixture is added an aqueous ammonium chloride solution, and the mixture is extracted with ethyl acetate. The extract is washed with water, dried, and evaporated under reduced pressure to remove the solvent. The residue is p... As a reaction SMILES: [Cl:1][C:2]1[CH:21]=[CH:20][C:19]([CH:22]=O)=[CH:18][C:3]=1[C:4]([NH:6][CH2:7][C:8]12[CH2:17][CH:12]3[CH2:13][CH:14]([CH2:16][CH:10]([CH2:11]3)[CH2:9]1)[CH2:15]2)=[O:5].Cl.Cl.[N:26]12[CH2:33][CH2:32][CH:29]([CH2:30][CH2:31]1)[CH:28]([NH2:34])[CH2:27]2.C(O[BH-](OC(=O)C)OC(=O)C)(=O)C.[Na+]>ClCCCl>[N:26]12[CH2:33][CH2:32][CH:29]([CH2:30][CH2:31]1)[CH:28]([NH:34][CH2:22][C:19]1[CH:20]=[CH:21][C:2]([Cl:1])=[C:3]([CH:18]=1)[C:4]([NH:6][CH2:7][C:8]13[CH2:17][CH:12]4[CH2:11][CH:10]([CH2:16][CH:14]([CH2:13]4)[CH2:15]1)[CH2:9]3)=[O:5])[CH2:27]2 |f:1.2.3,4.5|. Product: N12CC(C(CC1)CC2)NCC=2C=CC(=C(C(=O)NCC13CC4CC(CC(C1)C4)C3)C2)Cl (5-[(1-Azabicyclo[2.2.2]oct-3-ylamino)methyl]-2-chloro-N-(tricyclo[3.3.1.13,7]dec-1-ylmethyl)-benzamide). Isolated yield 3.3%. Run in ClCCCl (1,2-dichloroethane). Procedure: Prepared according to the method described in Example 31b from 2-chloro-5-formyl-N-(tricyclo[3.3.1.13,7]dec-1-ylmethyl)-benzamide (0.30 g, Example 31a), 1-azabicyclo[2.2.2]octan-3-amine dihydrochloride salt (0.18 g), sodium triacetoxyborohydride (0.135 g) and 1,2-dichloroethane (10 ml). The residue was purified by chromatography over silica gel eluting with ethyl acetate: iso-hexane (1:1) followed by ethyl acetate: ethanol (95:5). Repurification by chromatography over silica gel eluting with dic... Starting materials: ClC1=C(C(=O)NCC23CC4CC(CC(C2)C4)C3)C=C(C=C1)C=O (2-chloro-5-formyl-N-(tricyclo[3.3.1.13,7]dec-1-ylmethyl)-benzamide), Cl.Cl.N12CC(C(CC1)CC2)N (1-azabicyclo[2.2.2]octan-3-amine dihydrochloride salt), C(C)(=O)O[BH-](OC(C)=O)OC(C)=O.[Na+] (sodium triacetoxyborohydride). Reactants: CC(C)(C)OC(=O)N1CCC(CN=[N+]=[N-])C(F)C1, CO. Product: CC(C)(C)OC(=O)N1CCC(CN)C(F)C1. RXN SMILES: [C:1]([CH3:2])([CH3:3])([CH3:4])[O:5][C:6](=[O:7])[N:8]1[CH2:9][CH:10]([F:18])[CH:11]([CH2:14][N:15]=[N+:16]=[N-:17])[CH2:12][CH2:13]1.[CH3:19][OH:20]>>[C:1]([CH3:2])([CH3:3])([CH3:4])[O:5][C:6](=[O:7])[N:8]1[CH2:9][CH:10]([F:18])[CH:11]([CH2:14][NH2:15])[CH2:12][CH2:13]1. Run at temperature -30 celsius, time 2 hour. Run in C(Cl)(Cl)Cl (chloroform), CO (methanol). Procedure: A 2 liter round bottom flask was equipped with an overhead stirrer, thermometer, condenser and addition funnel with N2 lnlet. 216 g of 2-chloroethanol and 550 cc of dry chloroform were charged to the flask and chilled to -30° C. Chlorosulfonic acid was added dropwise in one hour, and the reaction was allowed to warm to room temperature and stir for 11/2 hours. With the reaction solution again at -30° C., cold methanol was added dropwise followed by 300 g of 50% NaOH solution. The reaction was he... Yields the product S(=O)(=O)([O-])[O-].ClCC.[Na+].[Na+] (sodium 2-chloroethane sulfate). RXN SMILES: N#N.[Cl:3][CH2:4][CH2:5]O.Cl[S:8]([OH:11])(=[O:10])=[O:9].[OH-:12].[Na+:13]>CO.C(Cl)(Cl)Cl>[S:8]([O-:11])([O-:12])(=[O:10])=[O:9].[Cl:3][CH2:4][CH3:5].[Na+:13].[Na+:13] |f:3.4,7.8.9.10|. Reactants: ClCCO (2-chloroethanol), N#N (N2), [OH-].[Na+] (NaOH), ClS(=O)(=O)O (Chlorosulfonic acid).